This data is from the Open Reaction Database (ORD), a public repository of structured organic reaction records. The task is: describe an organic reaction: reactants, conditions, products, and yield Starting materials: ClC1=NC2=CC=C(C=C2C=C1C(=O)O)Cl (2,6-dichloroquinoline-3-carboxylic acid), [N+](=O)([O-])C=1C=C(C[C@H](N)C(=O)O)C=CC1O (3-nitro-L-tyrosine). Product: C(=O)(O)[C@H](CC1=CC(=C(C=C1)O)[N+](=O)[O-])NC1=NC2=CC=C(C=C2C=C1C(=O)O)Cl (2-[(S)-1-Carboxy-2-(4-hydroxy-3-nitro-phenyl)-ethylamino]-6-chloro-quinoline-3-carboxylic acid). The yield is 10.0%. As a reaction SMILES: Cl[C:2]1[C:11]([C:12]([OH:14])=[O:13])=[CH:10][C:9]2[C:4](=[CH:5][CH:6]=[C:7]([Cl:15])[CH:8]=2)[N:3]=1.[N+:16]([C:19]1[CH:20]=[C:21]([CH:28]=[CH:29][C:30]=1[OH:31])[CH2:22][C@@H:23]([C:25]([OH:27])=[O:26])[NH2:24])([O-:18])=[O:17]>>[C:25]([C@@H:23]([NH:24][C:2]1[C:11]([C:12]([OH:14])=[O:13])=[CH:10][C:9]2[C:4](=[CH:5][CH:6]=[C:7]([Cl:15])[CH:8]=2)[N:3]=1)[CH2:22][C:21]1[CH:28]=[CH:29][C:30]([OH:31])=[C:19]([N+:16]([O-:18])=[O:17])[CH:20]=1)([OH:27])=[O:26]. Reported procedure: In close analogy to the procedure described in Example 1, 2,6-dichloroquinoline-3-carboxylic acid is reacted with 3-nitro-L-tyrosine to provide the title compound in 10% yield as yellow needles.